From a dataset of the Open Reaction Database (ORD), a public repository of structured organic reaction records. describe an organic reaction: reactants, conditions, products, and yield The reactants are C1COCCO1, Cc1cccc(-c2ccccc2F)n1, O=[Se]=O. Yields the product O=Cc1cccc(-c2ccccc2F)n1. As a reaction SMILES: [CH2:18]1[O:19][CH2:20][CH2:21][O:22][CH2:23]1.[F:1][c:2]1[c:3](-[c:8]2[cH:9][cH:10][cH:11][c:12]([CH3:14])[n:13]2)[cH:4][cH:5][cH:6][cH:7]1.[Se:15](=[O:16])=[O:17]>>[F:1][c:2]1[c:3](-[c:8]2[cH:9][cH:10][cH:11][c:12]([CH:14]=[O:16])[n:13]2)[cH:4][cH:5][cH:6][cH:7]1. Starting materials: BrC=1SC=C(C1)Br (2,4-dibromothiophene), BrCl (BrCl), ClC1=CC=C(C=C1)C=1C=CC(=NC1)C#C (5-(4-chlorophenyl)-2-ethynylpyridine), BrCl (BrCl). Product: BrC=1C=C(SC1)C#CC1=NC=C(C=C1)C1=CC=C(C=C1)Cl (2-(4-bromothiophen-2-ylethynyl)-5-(4-chlorophenyl)pyridine). Reaction SMILES: Br[C:2]1[S:3][CH:4]=[C:5]([Br:7])[CH:6]=1.[Cl:8][C:9]1[CH:14]=[CH:13][C:12]([C:15]2[CH:16]=[CH:17][C:18]([C:21]#[CH:22])=[N:19][CH:20]=2)=[CH:11][CH:10]=1.BrCl>>[Br:7][C:5]1[CH:6]=[C:2]([C:22]#[C:21][C:18]2[CH:17]=[CH:16][C:15]([C:12]3[CH:13]=[CH:14][C:9]([Cl:8])=[CH:10][CH:11]=3)=[CH:20][N:19]=2)[S:3][CH:4]=1. Procedure: The product was obtained analogously to Example 7.1e starting from 2,4-dibromothiophene and 5-(4-chlorophenyl)-2-ethynylpyridine. Yield: 0.78 g (50% of theoretical); C17H9BrClNS (M=374.683); calc.: molpeak (M+H)+: 374/376/378 (BrCl); found: molpeak (M+H)+: 374/376/378 (BrCl); HPLC-MS: 7.40 minutes (method B). Reactants: FC1=C(CC=2C=C(C(N(C2)CC2=C(C=CC=C2)F)=O)I)C=CC(=C1)F (5-(2,4-difluorobenzyl)-1-(2-fluorobenzyl)-3-iodopyridin-2(1H)-one), C(C)OC=C[Sn](CCCC)(CCCC)CCCC (ethoxyvinyl(tributyl)tin). The reagents and catalysts are Cl[Pd]([P](C1=CC=CC=C1)(C2=CC=CC=C2)C3=CC=CC=C3)([P](C4=CC=CC=C4)(C5=CC=CC=C5)C6=CC=CC=C6)Cl (bis(triphenylphosphine)palladium(II) chloride). Solvent: CN(C)C=O (DMF). Conditions: time 15 minute. The product is C(C)(=O)C=1C(N(C=C(C1)CC1=C(C=C(C=C1)F)F)CC1=C(C=CC=C1)F)=O (3-acetyl-5-(2,4-difluorobenzyl)-1-(2-fluorobenzyl)pyridin-2(1H)-one). Reaction SMILES: [F:1][C:2]1[CH:24]=[C:23]([F:25])[CH:22]=[CH:21][C:3]=1[CH2:4][C:5]1[CH:6]=[C:7](I)[C:8](=[O:19])[N:9]([CH2:11][C:12]2[CH:17]=[CH:16][CH:15]=[CH:14][C:13]=2[F:18])[CH:10]=1.[CH2:26]([O:28]C=C[Sn](CCCC)(CCCC)CCCC)[CH3:27]>CN(C=O)C.Cl[Pd](Cl)([P](C1C=CC=CC=1)(C1C=CC=CC=1)C1C=CC=CC=1)[P](C1C=CC=CC=1)(C1C=CC=CC=1)C1C=CC=CC=1>[C:26]([C:7]1[C:8](=[O:19])[N:9]([CH2:11][C:12]2[CH:17]=[CH:16][CH:15]=[CH:14][C:13]=2[F:18])[CH:10]=[C:5]([CH2:4][C:3]2[CH:21]=[CH:22][C:23]([F:25])=[CH:24][C:2]=2[F:1])[CH:6]=1)(=[O:28])[CH3:27] |^1:51,70|. Reported procedure: A mixture of 5-(2,4-difluorobenzyl)-1-(2-fluorobenzyl)-3-iodopyridin-2(1H)-one 5 (6.61 g, 14.5 mmol), bis(triphenylphosphine)palladium(II) chloride (1.02 g, 1.5 mmol), and ethoxyvinyl(tributyl)tin (10.81 g, 29.0 mmol) in anhydrous DMF (145 ml) was heated at 700 under argon condition for 1 h. DMF was distilled off and the resulting residue was dissolved in ethyl acetate (145 ml) and filtered through a pad of celite. The filtrate was stirred with 1N HCl (145 ml) for 15 min, washed with water (2×14... The reactants are C(C1=CC=CC=C1)(=O)CC(=O)OCC (ethyl benzoylacetate), [Na] (sodium), C(=C)C1=NC=CC=C1 (2-vinylpyridine). The solvent is Cl (hydrochloric acid). Reaction conditions: time 17 hour. Yields the product C(C)OC(C(CCC1=NC=CC=C1)C(C1=CC=CC=C1)=O)=O (Ethyl-4-(2-pyridyl)-2-benzoylbutyrate). Isolated yield 90.5%. As a reaction SMILES: [C:1]([CH2:9][C:10]([O:12][CH2:13][CH3:14])=[O:11])(=[O:8])[C:2]1[CH:7]=[CH:6][CH:5]=[CH:4][CH:3]=1.[Na].[CH:16]([C:18]1[CH:23]=[CH:22][CH:21]=[CH:20][N:19]=1)=[CH2:17]>Cl>[CH2:13]([O:12][C:10](=[O:11])[CH:9]([C:1](=[O:8])[C:2]1[CH:7]=[CH:6][CH:5]=[CH:4][CH:3]=1)[CH2:17][CH2:16][C:18]1[CH:23]=[CH:22][CH:21]=[CH:20][N:19]=1)[CH3:14] |^1:14|. Reported procedure: A sample of 120 g (0.62 mole) of ethyl benzoylacetate was added to 1.44 g (0.062 mole) of sodium and 32.8 g (0.31 mole) of 2-vinylpyridine added under an atmosphere of nitrogen. The mixture was heated with mechanical stirring on the steam bath for 17 h. After cooling the reaction mixture to room temperature, 100 mL of 3N hydrochloric acid was added, and the aqueous mixture washed with ether. The hydrochloric acid layer was made basic with 10% potassium carbonate solution, and extracted with ethe... The reactants are ClP(N(CC)CC)N(CC)CC (chlorobis(diethylamino)phosphine), ClP(N(CC)CC)N(CC)CC (chlorobis(diethylamino)phosphine), resultant mixture, [Mg] (magnesium), ClC[Si](C)(C)C (chloromethyltrimethylsilane), [Mg] (magnesium). The reagents and catalysts are BrCCBr (1,2-dibromoethane). Run in C(C)OCC (diethyl ether). Conditions: temperature -78 celsius, time 1 hour. Product: C(C)N(CC)P(C[Si](C)(C)C)N(CC)CC (bis(diethylamino)(trimethylsilylmethyl)phosphine). Yield: 61.4%. Reaction SMILES: [Mg].Cl[CH2:3][Si:4]([CH3:7])([CH3:6])[CH3:5].Cl[P:9]([N:15]([CH2:18][CH3:19])[CH2:16][CH3:17])[N:10]([CH2:13][CH3:14])[CH2:11][CH3:12]>BrCCBr.C(OCC)C>[CH2:18]([N:15]([P:9]([N:10]([CH2:11][CH3:12])[CH2:13][CH3:14])[CH2:3][Si:4]([CH3:7])([CH3:6])[CH3:5])[CH2:16][CH3:17])[CH3:19]. Procedure: In a 50 ml three-necked flask equipped with a dropping funnel and a magnetic stirrer, 0.36 g (14.8 mmol) of magnesium and 10 ml of anhydrous diethyl ether were charged at room temperature in a nitrogen gas atmosphere. After several drops of 1,2-dibromoethane were added so as to activate magnesium, 2.0 ml (14.2 mmol) of chloromethyltrimethylsilane were added dropwise carefully to avoid heat build-up. When the reaction solution was stirred for 1 hour while it was heated mildly with a drier, the so...